describe an organic reaction: reactants, conditions, products, and yield From a dataset of the Open Reaction Database (ORD), a public repository of structured organic reaction records. Product: Cn1cccc(C2CCC(N3CC(NC(=O)CNC(=O)c4cccc(C(F)(F)F)c4)C3)CC2)c1=O. Reactants: Cn1cccc(C2CCC(=O)CC2)c1=O, O=C(CNC(=O)c1cccc(C(F)(F)F)c1)NC1CNC1. As a reaction SMILES: [CH3:1][n:2]1[c:3](=[O:15])[c:4]([CH:8]2[CH2:9][CH2:10][C:11](=[O:14])[CH2:12][CH2:13]2)[cH:5][cH:6][cH:7]1.[NH:16]1[CH2:17][CH:18]([NH:20][C:21](=[O:22])[CH2:23][NH:24][C:25]([c:26]2[cH:27][c:28]([C:32]([F:33])([F:34])[F:35])[cH:29][cH:30][cH:31]2)=[O:36])[CH2:19]1>>[CH3:1][n:2]1[c:3](=[O:15])[c:4]([CH:8]2[CH2:9][CH2:10][CH:11]([N:16]3[CH2:17][CH:18]([NH:20][C:21](=[O:22])[CH2:23][NH:24][C:25]([c:26]4[cH:27][c:28]([C:32]([F:33])([F:34])[F:35])[cH:29][cH:30][cH:31]4)=[O:36])[CH2:19]3)[CH2:12][CH2:13]2)[cH:5][cH:6][cH:7]1. Run in CC(=O)C (acetone). Reaction SMILES: CI.N12CCCN=C1CCCC[CH2:4]2.[O:14]=[C:15]1[CH2:20][CH2:19][CH:18]([C:21]2[CH:26]=[CH:25][CH:24]=[CH:23][CH:22]=2)[C:17]([C:27]([OH:29])=[O:28])=[CH:16]1>CC(C)=O>[O:14]=[C:15]1[CH2:20][CH2:19][CH:18]([C:21]2[CH:22]=[CH:23][CH:24]=[CH:25][CH:26]=2)[C:17]([C:27]([O:29][CH3:4])=[O:28])=[CH:16]1. Starting materials: CI (methyl iodide), N12CCCCCC2=NCCC1 (1,8-diazabicyclo[5.4.0]undec-7-ene), O=C1C=C(C(CC1)C1=CC=CC=C1)C(=O)O ((RS)-3-oxo-6-phenylcyclohex-1-ene-1-carboxylic acid). Yield: 92.8%. Procedure: 358 g (2.52 mol) of methyl iodide and 361 g (2.38 mol) of 1,8-diazabicyclo[5.4.0]undec-7-ene were successively added to a solution of 428 g (1.98 mol) of (RS)-3-oxo-6-phenylcyclohex-1-ene-1-carboxylic acid, which was obtained according to J. Org. Chem., 1971, 36, 3707, in 4.5 cm3 of acetone and then the reaction mixture was brought to reflux for five hours. The acetone was subsequently distilled off and then the residue was stirred with 2.5 dm3 of water. After cooling to 10° C., the precipitate ... Yields the product O=C1C=C(C(CC1)C1=CC=CC=C1)C(=O)OC (methyl (RS)-3-oxo-6-phenylcyclohex-1-ene-1-carboxylate). Reaction conditions: temperature 10 celsius.